From a dataset of the Open Reaction Database (ORD), a public repository of structured organic reaction records. describe an organic reaction: reactants, conditions, products, and yield The reactants are CC(C)(C)[Si](Cl)(c1ccccc1)c1ccccc1, CO, ClCCl, CN(C)C=O, OCC1OC(Sc2ccccc2)C(O)C(O)C1O, c1c[nH]cn1. The product is CC(C)(C)[Si](OCC1OC(Sc2ccccc2)C(O)C(O)C1O)(c1ccccc1)c1ccccc1. Reaction SMILES: [C:24]([CH3:25])([CH3:26])([CH3:27])[Si:28]([c:29]1[cH:30][cH:31][cH:32][cH:33][cH:34]1)([c:35]1[cH:36][cH:37][cH:38][cH:39][cH:40]1)[Cl:41].[CH3:42][OH:43].[Cl:49][CH2:50][Cl:51].[O:44]=[CH:45][N:46]([CH3:47])[CH3:48].[S:6]([CH:7]1[CH:8]([OH:9])[CH:10]([OH:11])[CH:12]([OH:13])[CH:14]([CH2:16][OH:17])[O:15]1)[c:18]1[cH:19][cH:20][cH:21][cH:22][cH:23]1.[nH:1]1[cH:2][cH:3][n:4][cH:5]1>>[S:6]([CH:7]1[CH:8]([OH:9])[CH:10]([OH:11])[CH:12]([OH:13])[CH:14]([CH2:16][O:17][Si:28]([C:24]([CH3:25])([CH3:26])[CH3:27])([c:29]2[cH:30][cH:31][cH:32][cH:33][cH:34]2)[c:35]2[cH:36][cH:37][cH:38][cH:39][cH:40]2)[O:15]1)[c:18]1[cH:19][cH:20][cH:21][cH:22][cH:23]1. The reactants are C(C)OC(=C)C1=NC=CC(=N1)OCC (1-ethoxy-1-(4-ethoxypyrimidin-2-yl)-ethylene), Cl (hydrochloric acid), solution. Run in CC(=O)C (acetone). Conditions: temperature 40 celsius, time 16 hour. Product: C(C)(=O)C1=NC=CC(=N1)OCC (2-acetyl-4-ethoxypyrimidine). The yield is 77.9%. As a reaction SMILES: C([O:3][C:4]([C:6]1[N:11]=[C:10]([O:12][CH2:13][CH3:14])[CH:9]=[CH:8][N:7]=1)=[CH2:5])C.Cl>CC(C)=O>[C:4]([C:6]1[N:11]=[C:10]([O:12][CH2:13][CH3:14])[CH:9]=[CH:8][N:7]=1)(=[O:3])[CH3:5]. Procedure: A solution of 1-ethoxy-1-(4-ethoxypyrimidin-2-yl)-ethylene (2.7 g) in acetone (20 ml) was treated with hydrochloric acid (6 ml of a 2M solution). The reaction mixture was allowed to stand for 16 hours, then warmed at 40° C. for 11/2 hours, and concentrated. The residue was diluted with water and neutralised with sodium bicarbonate. The aqueous phase was extracted with ethyl acetate (×2) and the combined extracts were washed with brine, dried and concentrated to give 2-acetyl-4-ethoxypyrimidine (... The reactants are ClC=1N=CC=C2C1NC=C2 (7-Chloro-1H-pyrrolo[2,3-c]pyridine), CI (methyl iodide), FC=1C=C(C=CC1OC=1N=CC=C2C1N(C=C2)C)NC(=S)NC(CC2=CC=CC=C2)=O (N-(3-Fluoro-4-(1-methyl-1H-pyrrolo[2,3-c]pyridin-7-yloxy)phenylcarbamothioyl)-2-phenylacetamide), C(C1=CC=CC=C1)Br (benzyl bromide). Product: C(C1=CC=CC=C1)N1C=CC=2C1=C(N=CC2)OC2=C(C=C(C=C2)NC(=S)NC(CC2=CC=CC=C2)=O)F (N-(4-(1-Benzyl-1H-pyrrolo[2,3-c]pyridin-7-yloxy)-3-fluorophenylcarbamothioyl)-2-phenylacetamide). Reaction SMILES: ClC1N=CC=C2C=CNC=12.[F:11][C:12]1[CH:13]=[C:14]([NH:29][C:30]([NH:32][C:33](=[O:41])[CH2:34][C:35]2[CH:40]=[CH:39][CH:38]=[CH:37][CH:36]=2)=[S:31])[CH:15]=[CH:16][C:17]=1[O:18][C:19]1[N:20]=[CH:21][CH:22]=[C:23]2[CH:27]=[CH:26][N:25]([CH3:28])[C:24]=12.C(Br)[C:43]1[CH:48]=[CH:47][CH:46]=[CH:45][CH:44]=1.CI>>[CH2:28]([N:25]1[C:24]2=[C:19]([O:18][C:17]3[CH:16]=[CH:15][C:14]([NH:29][C:30]([NH:32][C:33](=[O:41])[CH2:34][C:35]4[CH:36]=[CH:37][CH:38]=[CH:39][CH:40]=4)=[S:31])=[CH:13][C:12]=3[F:11])[N:20]=[CH:21][CH:22]=[C:23]2[CH:27]=[CH:26]1)[C:43]1[CH:48]=[CH:47][CH:46]=[CH:45][CH:44]=1. Procedure: Starting from the compound 259 and following the procedures described above for the synthesis of compound 262b (scheme 60, step 4, example 219) but using benzyl bromide in step 1 instead of methyl iodide, title compound 262c was obtained. 1H NMR (DMSO-d6) δ (ppm): 12.36 (s, 1H), 11.76(s, 1H), 7.78(m, 1H,), 7.58(t, 1H, J1=J2=2.7 Hz), 7.50(d, 1H, J=5.7 Hz), 7.34(m, 5H), 7.30-7.221(m, 5H), 7.15(dd, 1H, J1=8.1 Hz, J2=0.4 Hz), 7.10(t, 1H), 6.60(d, 1H, J=2.9 Hz), 5.68(s, 2H), 3.82(s, 2H). MS (m/z): 51...